describe an organic reaction: reactants, conditions, products, and yield From a dataset of the Open Reaction Database (ORD), a public repository of structured organic reaction records. Starting materials: COC1=CC=C(C=C1)N (p-Anisidine), F[B-](F)(F)F.[H+] (tetrafluoroboric acid), N(=O)[O-].[Na+] (Sodium nitrite), N(=O)O (nitrous acid), starch iodide. The solvent is 3, O (water). Conditions: time 45 minute. Yields the product F[B-](F)(F)F.COC1=CC=C(C=C1)[N+]#N (p-methoxybenzenediazonium tetrafluoroborate). As a reaction SMILES: [CH3:1][O:2][C:3]1[CH:8]=[CH:7][C:6]([NH2:9])=[CH:5][CH:4]=1.[N:10]([O-])=O.[Na+].N(O)=O.[F:17][B-:18]([F:21])([F:20])[F:19].[H+]>O>[F:17][B-:18]([F:21])([F:20])[F:19].[CH3:1][O:2][C:3]1[CH:8]=[CH:7][C:6]([N+:9]#[N:10])=[CH:5][CH:4]=1 |f:1.2,4.5,7.8|. Procedure: p-Anisidine (30.75 g, 0.25 mole) was dissolved in aqueous tetrafluoroboric acid (48%, 110 ml) in a 500 ml 3 necked flask fitted with mechanical stirring, and cooled to 0°-10° C. Sodium nitrite (17.5 g, 0.25 mole) was separately dissolved in water (34 ml) and the solution cooled to 5°-10° C., and was then added dropwise to the reaction mixture over 60 minutes. The reaction mixture was stirred for about 45 minutes at 0°-10° C., and then tested with starch-iodide paper for excess nitrous acid. Any ... Starting materials: O1C(=NC2=C1C=CC=C2)C2=CC(=C(C=C2)C2(CCCC2)C#N)Cl (1-[4-(1,3-benzoxazol-2-yl)-2-chlorophenyl]cyclopentanecarbonitrile), O1C(=NC2=C1C=CC=C2)C2=CC(=C(C=C2)CC#N)Cl ([4-(1,3-benzoxazol-2-yl)-2-chlorophenyl]acetonitrile), BrCCCCCBr (1,5-dibromopentane). Product: O1C(=NC2=C1C=CC=C2)C2=CC(=C(C=C2)C2(CCCCC2)C#N)Cl (1-[4-(1,3-benzoxazol-2-yl)-2-chlorophenyl]cyclohexanecarbonitrile). Reaction SMILES: [O:1]1[C:5]2[CH:6]=[CH:7][CH:8]=[CH:9][C:4]=2[N:3]=[C:2]1[C:10]1[CH:15]=[CH:14][C:13]([C:16]2([C:21]#[N:22])[CH2:20][CH2:19][CH2:18][CH2:17]2)=[C:12]([Cl:23])[CH:11]=1.O1C2C=CC=CC=2N=[C:25]1C1C=CC(CC#N)=C(Cl)C=1.BrCCCCCBr>>[O:1]1[C:5]2[CH:6]=[CH:7][CH:8]=[CH:9][C:4]=2[N:3]=[C:2]1[C:10]1[CH:15]=[CH:14][C:13]([C:16]2([C:21]#[N:22])[CH2:25][CH2:20][CH2:19][CH2:18][CH2:17]2)=[C:12]([Cl:23])[CH:11]=1. Reported procedure: Utilizing the general procedure outlined for 1-[4-(1,3-benzoxazol-2-yl)-2-chlorophenyl]cyclopentanecarbonitrile, [4-(1,3-benzoxazol-2-yl)-2-chlorophenyl]acetonitrile (400 mg, 1.5 mmol) and 1,5-dibromopentane (250 μL, 1.8 mmol) reacted to afford the desired 1-[4-(1,3-benzoxazol-2-yl)-2-chlorophenyl]cyclohexanecarbonitrile as a colorless solid: 1H NMR (CDCl3, 300 MHz) δ 8.22 (d, 1H), 8.06 (d, 1H), 7.68–7.73 (m, 1H), 7.51–7.55 (m, 2H), 7.28–7.35 (m, 2H), 2.49 (d, 2H), 1.73–2.00 (m, 8H). MS (ESI) 33...